Dataset: the Open Reaction Database (ORD), a public repository of structured organic reaction records. Task: describe an organic reaction: reactants, conditions, products, and yield Reactants: CC(=O)OC(C)=O, CC(=O)O, CC(C)(O)C(=O)c1oc2nc(-c3ccccc3Cl)c(-c3ccc(Cl)cc3)cc2c1N. Product: CC(=O)Nc1c(C(=O)C(C)(C)O)oc2nc(-c3ccccc3Cl)c(-c3ccc(Cl)cc3)cc12. As a reaction SMILES: [CH3:31][C:32](=[O:33])[O:34][C:35](=[O:36])[CH3:37].[CH3:38][C:39](=[O:40])[OH:41].[NH2:1][c:2]1[c:3]([C:25]([C:26]([CH3:27])([CH3:28])[OH:29])=[O:30])[o:4][c:5]2[n:6][c:7](-[c:18]3[c:19]([Cl:24])[cH:20][cH:21][cH:22][cH:23]3)[c:8](-[c:11]3[cH:12][cH:13][c:14]([Cl:17])[cH:15][cH:16]3)[cH:9][c:10]12>>[NH:1]([c:2]1[c:3]([C:25]([C:26]([CH3:27])([CH3:28])[OH:29])=[O:30])[o:4][c:5]2[n:6][c:7](-[c:18]3[c:19]([Cl:24])[cH:20][cH:21][cH:22][cH:23]3)[c:8](-[c:11]3[cH:12][cH:13][c:14]([Cl:17])[cH:15][cH:16]3)[cH:9][c:10]12)[C:32]([CH3:31])=[O:33].